Dataset: the Open Reaction Database (ORD), a public repository of structured organic reaction records. Task: describe an organic reaction: reactants, conditions, products, and yield Starting materials: C1(=CC=CC=C1)C (toluene), C(C(=C)C)(=O)OC.C(C=C)(=O)OCCCC (methyl methacrylate n-butyl acrylate), C1(=CC=CC=C1)C (toluene), C(CCC)N (n-butylamine), primary amine, CC1(NC(CC(C1)OC(CCCCCCCCC(=O)OC1CC(NC(C1)(C)C)(C)C)=O)(C)C)C (bis(2,2,6,6,-tetramethyl-4-piperidyl)sebacate), HALS. Solvent: CO (methanol). Conditions: time 5 hour. Yields the product C(C(=C)C)(=O)OC.C(C=C)(=O)OCCCC.C(C(=C)C)(=O)OC (methyl methacrylate n-butyl acrylate methyl methacrylate). As a reaction SMILES: [C:1]([O:6][CH3:7])(=[O:5])[C:2]([CH3:4])=[CH2:3].[C:8]([O:12][CH2:13][CH2:14][CH2:15][CH3:16])(=[O:11])[CH:9]=[CH2:10].C1(C)C=CC=CC=1.C(N)CCC.CC1(C)CC(OC(=O)CCCCCCCCC(OC2CC(C)(C)NC(C)(C)C2)=O)CC(C)(C)N1>CO>[C:1]([O:6][CH3:7])(=[O:5])[C:2]([CH3:4])=[CH2:3].[C:8]([O:12][CH2:13][CH2:14][CH2:15][CH3:16])(=[O:11])[CH:9]=[CH2:10].[C:1]([O:6][CH3:7])(=[O:5])[C:2]([CH3:4])=[CH2:3] |f:0.1,6.7.8|. Procedure: The methyl methacrylate-n-butyl acrylate diblock copolymer (150 g) was dissolved into 240 mL of toluene and placed into a 1 L reactor equipped with an agitator, a thermometer, a nitrogen gas inlet tube, a dropping funnel, and a reflux condenser. In a nitrogen atmosphere, 15 g of n-butylamine as a primary amine compound and 9 g of bis(2,2,6,6,-tetramethyl-4-piperidyl)sebacate as a HALS were added into the reactor, and stirring was performed at 50° C. for 5 hours. 1H NMR measurement and IR measure...